From a dataset of the Open Reaction Database (ORD), a public repository of structured organic reaction records. describe an organic reaction: reactants, conditions, products, and yield The product is Fc1ccc(F)c(C(Sc2ccc(Cl)cc2)c2cc(NCCCn3ccnc3)ncc2Cl)c1. As a reaction SMILES: [CH2:35]1[O:36][CH2:37][CH2:38][O:39][CH2:40]1.[Cl:1][c:2]1[n:3][cH:4][c:5]([Cl:25])[c:6]([CH:8]([c:9]2[c:10]([F:16])[cH:11][cH:12][c:13]([F:15])[cH:14]2)[S:17][c:18]2[cH:19][cH:20][c:21]([Cl:24])[cH:22][cH:23]2)[cH:7]1.[n:26]1([CH2:31][CH2:32][CH2:33][NH2:34])[cH:27][n:28][cH:29][cH:30]1>>[c:2]1([NH:34][CH2:33][CH2:32][CH2:31][n:26]2[cH:27][n:28][cH:29][cH:30]2)[n:3][cH:4][c:5]([Cl:25])[c:6]([CH:8]([c:9]2[c:10]([F:16])[cH:11][cH:12][c:13]([F:15])[cH:14]2)[S:17][c:18]2[cH:19][cH:20][c:21]([Cl:24])[cH:22][cH:23]2)[cH:7]1. The reactants are C1COCCO1, Fc1ccc(F)c(C(Sc2ccc(Cl)cc2)c2cc(Cl)ncc2Cl)c1, NCCCn1ccnc1. The reactants are C=1(C(=CC=CC1)S(=O)(=O)[O-])C.C=1(C(=CC=CC1)S(=O)(=O)[O-])C.C(CCC)[Sn+2]CCCC (dibutyltin bis-toluenesulfonate), CCCCC(CC)C(=O)[O-].CCCCC(CC)C(=O)[O-].[Sn+2] (stannous octoate). The solvent is O (water), CN(C=O)C (dimethylformamide), O (water). Yields the product C(CCC)[Sn](CCCC)=O (dibutyltin oxide). RXN SMILES: C1(C)C(S([O-])(=O)=[O:8])=CC=CC=1.C1(C)C(S([O-])(=O)=O)=CC=CC=1.[CH2:23]([Sn+2:27][CH2:28][CH2:29][CH2:30][CH3:31])[CH2:24][CH2:25][CH3:26].CCCCC(C([O-])=O)CC.CCCCC(C([O-])=O)CC.[Sn+2]>CN(C)C=O.O>[CH2:23]([Sn:27](=[O:8])[CH2:28][CH2:29][CH2:30][CH3:31])[CH2:24][CH2:25][CH3:26] |f:0.1.2,3.4.5|. Reported procedure: Employing the same formulation as in Example 1, dibutyltin bis-toluenesulfonate (DBTTS) was evaluated, using a solution of this catalyst in dimethylformamide. A portion of this catalyst solution was diluted with 10% water and aged at room temperature for three weeks. From the results reported in Table 2, it is seen that no apparent change in activity occurred in the aged sample. Addition of water to a stannous octoate solution, on the other hand, produces an immediate precipitate of dibutyltin o... The reactants are [Na] (sodium), ClCCCCOC1OCCCC1 (1-chloro-4-tetrahydro-pyranyloxybutane), C(C)OC(CC(=O)OCC)=O (malonic acid diethyl ester), C[O-].[Na+] (sodium methanolate). The product is COC(C(C(=O)OC)CCCCOC1OCCCC1)=O (2-[4'-(Tetrahydro-2-pyranyloxy)butyl]-malonic acid dimethyl ester). As a reaction SMILES: [Na].[CH2:2]([O:4][C:5](=[O:12])[CH2:6][C:7]([O:9][CH2:10]C)=[O:8])C.C[O-].[Na+].Cl[CH2:17][CH2:18][CH2:19][CH2:20][O:21][CH:22]1[CH2:27][CH2:26][CH2:25][CH2:24][O:23]1>>[CH3:2][O:4][C:5](=[O:12])[CH:6]([CH2:17][CH2:18][CH2:19][CH2:20][O:21][CH:22]1[CH2:27][CH2:26][CH2:25][CH2:24][O:23]1)[C:7]([O:9][CH3:10])=[O:8] |f:2.3,^1:0|. Procedure: 7.9 g (0.3 mol) of sodium in a stream of nitrogen was placed in a 500-ml 3-necked flash with reflux condenser, drying tube and dropping funnel with pressure equalisation. Next, 250 ml of anhydrous methanol was carefully added dropwise and agitated until the sodium had completely dissolved. A methanolic solution of 95.4 g (0.58 mol) malonic acid diethyl ester was added very slowly dropwise to the still-warm sodium methanolate solution. At the end of the addition process, the mixture was reflux-bo...